From a dataset of the Open Reaction Database (ORD), a public repository of structured organic reaction records. describe an organic reaction: reactants, conditions, products, and yield The reactants are ClC1=CC=C(C=C1)NC(=O)NCC1CNCCO1 (N-(4-Chlorophenyl)-N′-(morpholin-2-ylmethyl)urea), ClCC1=CC=CC2=CC=CC=C12 (1-(chloromethyl)naphthalene), tris-(2-aminoethyl)amine polystyrene, polystyrene methyl isocyanate. Run in CN(C=O)C (N,N-dimethylformamide). Conditions: time 2 hour. Product: ClC1=CC=C(C=C1)NC(=O)NCC1CN(CCO1)CC1=CC=CC2=CC=CC=C12 (N-(4-Chlorophenyl)-N′-{[4-(1 naphthylmethyl)morpholin-2-yl]methyl}urea). RXN SMILES: [Cl:1][C:2]1[CH:7]=[CH:6][C:5]([NH:8][C:9]([NH:11][CH2:12][CH:13]2[O:18][CH2:17][CH2:16][NH:15][CH2:14]2)=[O:10])=[CH:4][CH:3]=1.Cl[CH2:20][C:21]1[C:30]2[C:25](=[CH:26][CH:27]=[CH:28][CH:29]=2)[CH:24]=[CH:23][CH:22]=1>CN(C)C=O>[Cl:1][C:2]1[CH:7]=[CH:6][C:5]([NH:8][C:9]([NH:11][CH2:12][CH:13]2[O:18][CH2:17][CH2:16][N:15]([CH2:20][C:21]3[C:30]4[C:25](=[CH:26][CH:27]=[CH:28][CH:29]=4)[CH:24]=[CH:23][CH:22]=3)[CH2:14]2)=[O:10])=[CH:4][CH:3]=1. Reported procedure: To a stirred solution of Intermediate 9 (0.01 g) in N,N-dimethylformamide (1 ml) was added 1-(chloromethyl)naphthalene (6.1 μl). The mixture was stirred at 22° C. for 24 h before tris-(2-aminoethyl)amine polystyrene (Argonaut Technologies, 0.01 g @ 4.46 mmol/g) and polystyrene methyl isocyanate (Argonaut Technologies, 0.033 g @ 1.39 mmol/g) was added. Stirring was continued for a further 2 h before the mixture was purified by solid phase extraction (Isolute SCX sulphonic acid column), eluting wi... Reactants: [O-]Cl=O.[Na+] (NaClO2), [O-]S(=O)[O-].[Na+].[Na+] (Na2SO3), [N+](=O)([O-])C1=CC=C(S1)C=O (5-nitrothiophene-2-carboxaldehyde), NaH2PO4, OO (H2O2), Cl (HCl). The solvent is O (water), O (water). Conditions: time 5 hour. The product is [N+](=O)([O-])C1=CC=C(S1)C(=O)O (5-Nitrothiophene-2-carboxylic acid). RXN SMILES: [N+:1]([C:4]1[S:8][C:7]([CH:9]=[O:10])=[CH:6][CH:5]=1)([O-:3])=[O:2].OO.[O-:13]Cl=O.[Na+].[O-]S([O-])=O.[Na+].[Na+].Cl>O>[N+:1]([C:4]1[S:8][C:7]([C:9]([OH:13])=[O:10])=[CH:6][CH:5]=1)([O-:3])=[O:2] |f:2.3,4.5.6|. Reported procedure: To a 500 mL round bottomed flask with a stirring bar, was added 5-nitrothiophene-2-carboxaldehyde (7.86 g, 50.00 mmol) in CH13CN (50 mL), NaH2PO4 (1.86 g, 13.50 mmol) in water (20 mL), and 30% H2O2 (aq) (6 mL). To this mixture, cooled in an ice bath, was added NaClO2 (8 g, 70.80 mmol) in water (70 mL) dropwise over a period of an hour. The reaction was stirred at room temperature for 5 hours. It was worked up by addition of Na2SO3 (500 mg), acidified with 1M HCl, and then extracted with ethyl ac... The reactants are CCN(C(C)C)C(C)C (DIPEA), Cl (HCl), C1(CCCCC1)C=1C2=C(N(C(N(N1)CC(=O)Cl)=O)CC(=O)C1CCCC1)C=CC=C2 ([5-cyclohexyl-1-(2-cyclopentyl-2-oxo-ethyl)-2-oxo-1,2-dihydro-benzo[e][1,2,4]triazepin-3-yl]-acetyl chloride), NC=1C=C(C=CC1)C=1NOC(N1)=O (3-(3-amino-phenyl)-2H-[1,2,4]oxadiazol-5-one), NC=1C=C(C=CC1)C=1NOC(N1)=O (3-(3-amino-phenyl)-2H-[1,2,4]oxadiazol-5-one), CCN(C(C)C)C(C)C (DIPEA). Run in C1(=CC=CC=C1)C (toluene), N1=CC=CC=C1 (pyridine), CC(C)(C)OC (MTBE), C(C)#N (acetonitrile), C1CCOC1 (THF), C(C)#N (acetonitrile). Product: C1(CCCCC1)C=1C2=C(N(C(N(N1)CC(=O)NC1=CC(=CC=C1)C=1NOC(N1)=O)=O)CC(=O)C1CCCC1)C=CC=C2 (2-[5-cyclohexyl-1-(2-cyclopentyl-2-oxo-ethyl)-2-oxo-1,2-dihydro-benzo[e][1,2,4]triazepin-3-yl]-N-[3-(5-oxo-2,5-dihydro-[1,2,4]oxadiazol-3-yl)-phenyl]-acetamide). As a reaction SMILES: [CH:1]1([C:7]2[C:8]3[CH:30]=[CH:29][CH:28]=[CH:27][C:9]=3[N:10]([CH2:19][C:20]([CH:22]3[CH2:26][CH2:25][CH2:24][CH2:23]3)=[O:21])[C:11](=[O:18])[N:12]([CH2:14][C:15](Cl)=[O:16])[N:13]=2)[CH2:6][CH2:5][CH2:4][CH2:3][CH2:2]1.[NH2:31][C:32]1[CH:33]=[C:34]([C:38]2[NH:39][O:40][C:41](=[O:43])[N:42]=2)[CH:35]=[CH:36][CH:37]=1.Cl.CCN(C(C)C)C(C)C>C(#N)C.CC(OC)(C)C.C1COCC1.C1(C)C=CC=CC=1.N1C=CC=CC=1>[CH:1]1([C:7]2[C:8]3[CH:30]=[CH:29][CH:28]=[CH:27][C:9]=3[N:10]([CH2:19][C:20]([CH:22]3[CH2:26][CH2:25][CH2:24][CH2:23]3)=[O:21])[C:11](=[O:18])[N:12]([CH2:14][C:15]([NH:31][C:32]3[CH:37]=[CH:36][CH:35]=[C:34]([C:38]4[NH:39][O:40][C:41](=[O:43])[N:42]=4)[CH:33]=3)=[O:16])[N:13]=2)[CH2:6][CH2:5][CH2:4][CH2:3][CH2:2]1. Procedure: The [5-cyclohexyl-1-(2-cyclopentyl-2-oxo-ethyl)-2-oxo-1,2-dihydro-benzo[e][1,2,4]triazepin-3-yl]-acetyl chloride is reacted with 3-(3-amino-phenyl)-2H-[1,2,4]oxadiazol-5-one, a known compound or compound prepared by known methods, wherein the 3-(3-amino-phenyl)-2H-[1,2,4]oxadiazol-5-one may be present as a free base or, for example, as its corresponding HCl salt; in the presence of an organic base such as TEA, DIPEA, pyridine, and the like, preferably DIPEA; wherein the base is preferably presen... Starting materials: ClC1=C(C=CC=C1)S(=O)(=O)OC=1C=C(C=C(C1)OC)CCCC1OCCCO1 (2-[3-[3-(2-chlorophenylsulfonyloxy)-5-methoxyphenyl]propyl]-1,3-dioxane), Cl (hydrochloric acid). Solvent: O1CCCC1 (tetrahydrofuran), O (water). Run at temperature 60 celsius, time 1 hour. Product: ClC1=C(C=CC=C1)S(=O)(=O)OC=1C=C(C=C(C1)OC)CCCC=O (4-[3-(2-Chlorophenylsulfonyloxy)-5-methoxyphenyl]butanal). The yield is 16.7%. Reaction SMILES: [Cl:1][C:2]1[CH:7]=[CH:6][CH:5]=[CH:4][C:3]=1[S:8]([O:11][C:12]1[CH:13]=[C:14]([CH2:20][CH2:21][CH2:22][CH:23]2OCCC[O:24]2)[CH:15]=[C:16]([O:18][CH3:19])[CH:17]=1)(=[O:10])=[O:9].Cl>O1CCCC1.O>[Cl:1][C:2]1[CH:7]=[CH:6][CH:5]=[CH:4][C:3]=1[S:8]([O:11][C:12]1[CH:13]=[C:14]([CH2:20][CH2:21][CH2:22][CH:23]=[O:24])[CH:15]=[C:16]([O:18][CH3:19])[CH:17]=1)(=[O:9])=[O:10]. Procedure details: A solution of 156 mg (0.38 mmol) 2-[3-[3-(2-chlorophenylsulfonyloxy)-5-methoxyphenyl]propyl]-1,3-dioxane, as prepared in the preceding step, in 2 mL of tetrahydrofuran was treated with 4.5 μL of 10% aqueous hydrochloric acid. The reaction mixture was stirred at 60° C. for 1 h. The reaction mixture was diluted with water, extracted into dichloromethane, dried (MgSO4), and purified by flash chromatography (dichloromethane) to give 23.4 mg of the title compound as the minor product of the reaction....